From a dataset of the Open Reaction Database (ORD), a public repository of structured organic reaction records. describe an organic reaction: reactants, conditions, products, and yield Starting materials: BrC=1C=C2[C@H]3[C@@H](N4C2=C(C1)CC4)CCN(C3)C(=O)OC(C)(C)C (tert-butyl (6aS,10aR)-2-bromo-4,5,7,8,10,10a-hexahydropyrido[4,3-b]pyrrolo[3,2,1-hi]indole-9(6aH) carboxylate), C(C)(C)OC1=CC(=C(C=C1)B(O)O)C(F)(F)F (4-isopropoxy-2-(trifluoromethyl)phenylboronic acid). Yields the product C(C)(C)OC1=CC(=C(C=C1)C=1C=C2[C@H]3[C@@H](N4C2=C(C1)CC4)CCN(C3)C(=O)OC(C)(C)C)C(F)(F)F (tert-butyl (6aS,10aR)-2-[4-isopropoxy-2-(trifluoromethyl)phenyl]-4,5,7,8,10,10a-hexahydropyrido[4,3-b]pyrrolo[3,2,1-hi]indole-9(6aH)-carboxylate). As a reaction SMILES: Br[C:2]1[CH:3]=[C:4]2[C:8]3=[C:9]([CH2:11][CH2:12][N:7]3[C@H:6]3[CH2:13][CH2:14][N:15]([C:17]([O:19][C:20]([CH3:23])([CH3:22])[CH3:21])=[O:18])[CH2:16][C@@H:5]23)[CH:10]=1.[CH:24]([O:27][C:28]1[CH:33]=[CH:32][C:31](B(O)O)=[C:30]([C:37]([F:40])([F:39])[F:38])[CH:29]=1)([CH3:26])[CH3:25]>>[CH:24]([O:27][C:28]1[CH:33]=[CH:32][C:31]([C:2]2[CH:3]=[C:4]3[C:8]4=[C:9]([CH2:11][CH2:12][N:7]4[C@H:6]4[CH2:13][CH2:14][N:15]([C:17]([O:19][C:20]([CH3:23])([CH3:22])[CH3:21])=[O:18])[CH2:16][C@@H:5]34)[CH:10]=2)=[C:30]([C:37]([F:38])([F:39])[F:40])[CH:29]=1)([CH3:26])[CH3:25]. Procedure: The title compound was prepared by the method of Example 89 step C from tert-butyl (6aS,10aR)-2-bromo-4,5,7,8,10,10a-hexahydropyrido[4,3-b]pyrrolo[3,2,1-hi]indole-9(6aH) carboxylate (189 mg, 0.5 mmol) and 4-isopropoxy-2-(trifluoromethyl)phenylboronic acid (248 mg, 1.0 mmol) to afford after chromatographic purification the title compound (186 mg, 74%). 1H NMR (CDCl3, 300 MHz) δ7.11-7.18 (m,2H), 6.90-6.94 (m, 1H), 6.78 (s, 1H), 6.74 (s, 1H), 4.50-4.54 (m, 1H), 3.75-3.85 (m, 1H), 3.59-3.70 (m, 1H),... Reactants: CO, Cc1cnc(Cl)cc1Cl, [Na+], [OH-], O. The product is COc1cc(Cl)ncc1C. RXN SMILES: [CH3:12][OH:13].[Cl:1][c:2]1[n:3][cH:4][c:5]([CH3:9])[c:6]([Cl:8])[cH:7]1.[Na+:11].[OH-:10].[OH2:14]>>[Cl:1][c:2]1[n:3][cH:4][c:5]([CH3:9])[c:6]([O:10][CH3:12])[cH:7]1. Yields the product CC1CC(O)c2ncnc(N3CCN(C(=O)OC(C)(C)C)CC3)c21. Starting materials: CC1CC(OC(=O)c2ccc(Br)cc2)c2ncnc(N3CCN(C(=O)OC(C)(C)C)CC3)c21, C1CCOC1, [Li+], [OH-], O, O. RXN SMILES: [Br:1][c:2]1[cH:3][cH:4][c:5]([C:6](=[O:7])[O:8][CH:9]2[CH2:10][CH:11]([CH3:31])[c:12]3[c:13]2[n:14][cH:15][n:16][c:17]3[N:18]2[CH2:19][CH2:20][N:21]([C:24](=[O:25])[O:26][C:27]([CH3:28])([CH3:29])[CH3:30])[CH2:22][CH2:23]2)[cH:32][cH:33]1.[CH2:38]1[O:39][CH2:40][CH2:41][CH2:42]1.[Li+:37].[OH-:36].[OH2:34].[OH2:35]>>[OH:8][CH:9]1[CH2:10][CH:11]([CH3:31])[c:12]2[c:13]1[n:14][cH:15][n:16][c:17]2[N:18]1[CH2:19][CH2:20][N:21]([C:24](=[O:25])[O:26][C:27]([CH3:28])([CH3:29])[CH3:30])[CH2:22][CH2:23]1. Reaction SMILES: [Cl:1][C:2]1[CH:33]=[CH:32][C:5]([CH2:6][N:7]2[C:15]3[C:10](=[CH:11][C:12](/[CH:16]=[C:17]4/[C:18](=[O:31])[N:19]([CH2:23][C:24]5([F:30])[CH2:29][CH2:28][NH:27][CH2:26][CH2:25]5)[C:20](=[O:22])[S:21]/4)=[CH:13][CH:14]=3)[CH:9]=[N:8]2)=[C:4]([C:34]([F:37])([F:36])[F:35])[CH:3]=1.Br[CH2:39][CH2:40][OH:41]>>[Cl:1][C:2]1[CH:33]=[CH:32][C:5]([CH2:6][N:7]2[C:15]3[C:10](=[CH:11][C:12](/[CH:16]=[C:17]4/[C:18](=[O:31])[N:19]([CH2:23][C:24]5([F:30])[CH2:29][CH2:28][N:27]([CH2:39][CH2:40][OH:41])[CH2:26][CH2:25]5)[C:20](=[O:22])[S:21]/4)=[CH:13][CH:14]=3)[CH:9]=[N:8]2)=[C:4]([C:34]([F:37])([F:36])[F:35])[CH:3]=1. Product: ClC1=CC(=C(CN2N=CC3=CC(=CC=C23)\C=C/2\C(N(C(S2)=O)CC2(CCN(CC2)CCO)F)=O)C=C1)C(F)(F)F ((5Z)-5-({1-[4-Chloro-2-(trifluoromethyl)benzyl]-1H-indazol-5-yl}methylidene)-3-{[4-fluoro-1-(2-hydroxyethyl)piperidin-4-yl]methyl}-1,3-thiazolidine-2,4-dione). Procedure details: (5Z)-5-({1-[4-Chloro-2-(trifluoromethyl)benzyl]-1H-indazol-5-yl}methylidene)-3-{[4-fluoro-1-(2-hydroxyethyl)piperidin-4-yl]methyl}-1,3-thiazolidine-2,4-dione was prepared from (5Z)-5-({1-[4-chloro-2-(trifluoromethyl)benzyl]-1H-indazol-5-yl}methylidene)-3-[(4-fluoropiperidin-4-yl)methyl]-1,3-thiazolidine-2,4-dione (Example 303) and 2-bromoethanol following General Procedure S. Starting materials: ClC1=CC(=C(CN2N=CC3=CC(=CC=C23)\C=C/2\C(N(C(S2)=O)CC2(CCNCC2)F)=O)C=C1)C(F)(F)F ((5Z)-5-({1-[4-Chloro-2-(trifluoromethyl)benzyl]-1H-indazol-5-yl}methylidene)-3-[(4-fluoropiperidin-4-yl)methyl]-1,3-thiazolidine-2,4-dione), BrCCO (2-bromoethanol). Starting materials: CC1=CC=C(OC=2C=C3C=CNC3=CC2)C=C1 (5-(4-methylphenoxy)indole), CN(C)CC1=CNC2=CC=C(C=C12)OC1=CC=C(C=C1)C (3-(N,N-dimethylaminomethyl)-5-(4-methylphenoxy)indole), CN(C)CN(C)C (N,N,N',N'-tetramethyldiaminomethane), C(C)(=O)Cl (acetyl chloride), [C-]#N.[K+] (potassium cyanide), CI (methyl iodide). Run in C(Cl)Cl (CH2Cl2), C(Cl)Cl (CH2Cl2), CN(C)C=O (DMF). Yields the product C(#N)CC1=CNC2=CC=C(C=C12)OC1=CC=C(C=C1)C (3-cyanomethyl-5-(4-methylphenoxy)indole), solid. The yield is 74.0%. As a reaction SMILES: CN(CN(C)C)C.C(Cl)(=O)C.[CH3:12][C:13]1[CH:28]=[CH:27][C:16]([O:17][C:18]2[CH:19]=[C:20]3[C:24](=[CH:25][CH:26]=2)[NH:23][CH:22]=[CH:21]3)=[CH:15][CH:14]=1.C[N:30]([CH2:32][C:33]1C2C(=CC=C(OC3C=CC(C)=CC=3)C=2)NC=1)C.[C-]#N.[K+].CI>C(Cl)Cl.CN(C=O)C>[C:32]([CH2:33][C:21]1[C:20]2[C:24](=[CH:25][CH:26]=[C:18]([O:17][C:16]3[CH:27]=[CH:28][C:13]([CH3:12])=[CH:14][CH:15]=3)[CH:19]=2)[NH:23][CH:22]=1)#[N:30] |f:4.5|. Reported procedure: Treatment of a cooled solution of N,N,N',N'-tetramethyldiaminomethane (0.24 g, 0.32 mL, 2.35 mmol) in CH2Cl2 (7 mL) with acetyl chloride (0.19 g, 0.17 mL, 2.39 mmol) followed by a solution of 5-(4-methylphenoxy)indole (0.39 g, 1.74 mmol) in CH2Cl2 (6 mL), gave after work-up: 3-(N,N-dimethylaminomethyl)-5-(4-methylphenoxy)indole as a gum. This was treated with potassium cyanide (0.43 g, 6.6 mmol) and methyl iodide (0.98 g, 0.43 mL, 6.9 mmol) in DMF (6 mL) for 16 hr, and after appropriate work-up,...